Task: describe an organic reaction: reactants, conditions, products, and yield. Dataset: the Open Reaction Database (ORD), a public repository of structured organic reaction records The reactants are CCOC(=O)c1nnn(Cc2ccccc2Cl)c1OC, CCO, Cl, [Na+], [Na], [OH-], O. Product: COc1c(C(=O)O)nnn1Cc1ccccc1Cl. RXN SMILES: [CH2:1]([CH3:2])[O:3][C:4](=[O:5])[c:6]1[n:7][n:8][n:9]([CH2:13][c:14]2[c:15]([Cl:20])[cH:16][cH:17][cH:18][cH:19]2)[c:10]1[O:11][CH3:12].[CH3:25][CH2:26][OH:27].[ClH:24].[Na+:22].[Na:23].[OH-:21].[OH2:28]>>[O:3]=[C:4]([OH:5])[c:6]1[n:7][n:8][n:9]([CH2:13][c:14]2[c:15]([Cl:20])[cH:16][cH:17][cH:18][cH:19]2)[c:10]1[O:11][CH3:12]. The reactants are Cl.C1(=CC=CC=C1)CCCCC(=O)O (5-phenylpentanoic acid hydrochloride), N[C@H](C(=O)NC1=CC=C(C=C1)OC1=CC=C(C=C1)F)COCC1=CC=CC=C1 ((S)-2-amino-3-(benzyloxy)-N-(4-(4-fluorophenoxy)phenyl)propanamide). The product is Compound 104, C(C1=CC=CC=C1)OC[C@@H](C(=O)NC1=CC=C(C=C1)OC1=CC=C(C=C1)F)NC(CCCCC1=CC=CC=C1)=O ((S)—N-(3-(benzyloxy)-1-(4-(4-fluorophenoxy)phenylamino)-1-oxopropan-2-yl)-5-phenylpentanamide). The yield is 46.2%. As a reaction SMILES: Cl.[C:2]1([CH2:8][CH2:9][CH2:10][CH2:11][C:12]([OH:14])=O)[CH:7]=[CH:6][CH:5]=[CH:4][CH:3]=1.[NH2:15][C@@H:16]([CH2:34][O:35][CH2:36][C:37]1[CH:42]=[CH:41][CH:40]=[CH:39][CH:38]=1)[C:17]([NH:19][C:20]1[CH:25]=[CH:24][C:23]([O:26][C:27]2[CH:32]=[CH:31][C:30]([F:33])=[CH:29][CH:28]=2)=[CH:22][CH:21]=1)=[O:18]>>[CH2:36]([O:35][CH2:34][C@H:16]([NH:15][C:12](=[O:14])[CH2:11][CH2:10][CH2:9][CH2:8][C:2]1[CH:3]=[CH:4][CH:5]=[CH:6][CH:7]=1)[C:17]([NH:19][C:20]1[CH:25]=[CH:24][C:23]([O:26][C:27]2[CH:32]=[CH:31][C:30]([F:33])=[CH:29][CH:28]=2)=[CH:22][CH:21]=1)=[O:18])[C:37]1[CH:42]=[CH:41][CH:40]=[CH:39][CH:38]=1 |f:0.1|. Procedure details: Proceeding as in Example 1, but substituting 5-phenylpentanoic acid hydrochloride and (S)-2-amino-3-(benzyloxy)-N-(4-(4-fluorophenoxy)phenyl)propanamide, gave Compound 104, (S)—N-(3-(benzyloxy)-1-(4-(4-fluorophenoxy)phenylamino)-1-oxopropan-2-yl)-5-phenylpentanamide (3 mg, 46.2%).